Dataset: the Open Reaction Database (ORD), a public repository of structured organic reaction records. Task: describe an organic reaction: reactants, conditions, products, and yield The reactants are COC(=O)C1=C(C=2N(C=C1)C=NC2)Cl (8-chloro-imidazo[1,5-a]pyridine-7-carboxylic acid methyl ester), FC1=C(C=CC(=C1)SC)N (2-fluoro-4-methylsulfanyl-phenylamine), C1(CCCCC1)P(C1=C(C=CC=C1)C1=C(C=CC=C1OC(C)C)OC(C)C)C1CCCCC1 (2-dicyclohexylphosphino-2′,6′-diisopropoxybiphenyl), [O-]P(=O)([O-])[O-].[K+].[K+].[K+] (K3PO4). Reagents/catalysts: C=1C=CC(=CC1)/C=C/C(=O)/C=C/C2=CC=CC=C2.C=1C=CC(=CC1)/C=C/C(=O)/C=C/C2=CC=CC=C2.C=1C=CC(=CC1)/C=C/C(=O)/C=C/C2=CC=CC=C2.[Pd].[Pd] (Pd2dba3). Run in C1(=CC=CC=C1)C (toluene), ClCCl (dichloromethane). Reaction conditions: temperature 100 celsius. Yields the product COC(=O)C1=C(C=2N(C=C1)C=NC2)NC2=C(C=C(C=C2)SC)F (8-(2-Fluoro-4-methylsulfanyl-phenylamino)-imidazo[1,5-a]pyridine-7-carboxylic acid methyl ester). Isolated yield 38.7%. As a reaction SMILES: [CH3:1][O:2][C:3]([C:5]1[CH:10]=[CH:9][N:8]2[CH:11]=[N:12][CH:13]=[C:7]2[C:6]=1Cl)=[O:4].[F:15][C:16]1[CH:21]=[C:20]([S:22][CH3:23])[CH:19]=[CH:18][C:17]=1[NH2:24].C1(P(C2CCCCC2)C2C=CC=CC=2C2C(OC(C)C)=CC=CC=2OC(C)C)CCCCC1.[O-]P([O-])([O-])=O.[K+].[K+].[K+]>C1(C)C=CC=CC=1.ClCCl.C1C=CC(/C=C/C(/C=C/C2C=CC=CC=2)=O)=CC=1.C1C=CC(/C=C/C(/C=C/C2C=CC=CC=2)=O)=CC=1.C1C=CC(/C=C/C(/C=C/C2C=CC=CC=2)=O)=CC=1.[Pd].[Pd]>[CH3:1][O:2][C:3]([C:5]1[CH:10]=[CH:9][N:8]2[CH:11]=[N:12][CH:13]=[C:7]2[C:6]=1[NH:24][C:17]1[CH:18]=[CH:19][C:20]([S:22][CH3:23])=[CH:21][C:16]=1[F:15])=[O:4] |f:3.4.5.6,9.10.11.12.13|. Reported procedure: A suspension of 8-chloro-imidazo[1,5-a]pyridine-7-carboxylic acid methyl ester (223 mg, 1.06 mmol), 2-fluoro-4-methylsulfanyl-phenylamine (200 mg, 1.27 mmol), Pd2dba3 (39 mg, 0.04 mmol), 2-dicyclohexylphosphino-2′,6′-diisopropoxybiphenyl (79 mg, 0.17 mmol) and K3PO4 (315 mg, 1.48 mmol) in toluene (4 mL) was degassed and then heated at 100° C. for 18 hours. The reaction mixture was then cooled to room temperature and diluted with ethyl acetate. The resultant mixture was washed with water followed... The reactants are BrC=1N=CC(=NC1)N (5-bromopyrazin-2-ylamine), ClC1=C(C=CC(=C1)Cl)OB(O)O (2,4-dichlorophenylboric acid). Solvent: CCOC(=O)C (EtOAc). The product is ClC1=C(C=CC(=C1)Cl)C=1N=CC(=NC1)N (5-(2,4-dichlorophenyl)pyrazin-2-ylamine). Reaction SMILES: Br[C:2]1[N:3]=[CH:4][C:5]([NH2:8])=[N:6][CH:7]=1.[Cl:9][C:10]1[CH:15]=[C:14]([Cl:16])[CH:13]=[CH:12][C:11]=1OB(O)O>CCOC(C)=O>[Cl:9][C:10]1[CH:15]=[C:14]([Cl:16])[CH:13]=[CH:12][C:11]=1[C:2]1[N:3]=[CH:4][C:5]([NH2:8])=[N:6][CH:7]=1. Procedure details: The product was prepared analogously to Example 48.1a from 1.74 g (10.0 mmol) of 5-bromopyrazin-2-ylamine and 1.91 g (10.0 mmol) of 2,4-dichlorophenylboric acid. Yield: 800 mg (33% of theoretical); C10H7Cl2N3 (M=240.088); calc.: molpeak (M+H)+240/242/244 (2 Cl); found: molpeak (M+H)+:240/242/244 (2 Cl); Rf value: 0.35 (silica gel, PE/EtOAc 7:3). The reactants are SC=1SC2=C(N1)C=CC=C2 (2-mercaptobenzothiazole), C1(=CC=C(C=C1)S(=O)(=O)OCC)C (ethyl p-toluenesulfonate). The solvent is C(C)O (ethanol), C(C)O (ethanol). Conditions: temperature 150 celsius. Product: C1(=CC=C(C=C1)S(=O)(=O)[O-])C.C(C)SC=1SC2=C([N+]1CC)C=CC=C2 (2-ethylmercapto-3-ethylbenzothiazolium p-toluenesulfonate). As a reaction SMILES: S[C:2]1[S:3][C:4]2[CH:10]=CC=[CH:7][C:5]=2[N:6]=1.[C:11]1([CH3:23])[CH:16]=[CH:15][C:14]([S:17]([O:20]CC)(=[O:19])=[O:18])=[CH:13][CH:12]=1>C(O)C>[C:11]1([CH3:23])[CH:12]=[CH:13][C:14]([S:17]([O-:20])(=[O:18])=[O:19])=[CH:15][CH:16]=1.[CH2:4]([S:3][C:2]1[S:17][C:14]2[CH:13]=[CH:12][CH:11]=[CH:16][C:15]=2[N+:6]=1[CH2:5][CH3:7])[CH3:10] |f:3.4|. Reported procedure: A mixture of 3.3 g of 2-mercaptobenzothiazole and 10.0 g of ethyl p-toluenesulfonate was heated to 150° C. to react them for 6 hours. The reaction product was cooled to 80° C. and then 30 ml of ethanol was added to it, thereby producing an ethanol solution of 2-ethylmercapto-3-ethylbenzothiazolium p-toluenesulfonate. The reactants are C([O-])([O-])=O.[Na+].[Na+] (sodium carbonate), BrC1=CC(=CN1S(=O)(=O)C=1C=NC=CC1)CN(C(OC(C)(C)C)=O)C (tert-butyl {[5-bromo-1-(pyridin-3-ylsulfonyl)-1H-pyrrol-3-yl]methyl}methylcarbamate), ClC1=CC(=C(C=C1)B(O)O)F ((4-chloro-2-fluorophenyl)boronic acid). Reagents/catalysts: C=1C=CC(=CC1)[P](C=2C=CC=CC2)(C=3C=CC=CC3)[Pd]([P](C=4C=CC=CC4)(C=5C=CC=CC5)C=6C=CC=CC6)([P](C=7C=CC=CC7)(C=8C=CC=CC8)C=9C=CC=CC9)[P](C=1C=CC=CC1)(C=1C=CC=CC1)C=1C=CC=CC1 (tetrakis(triphenylphosphine)palladium). Yields the product ClC1=CC(=C(C=C1)C1=CC(=CN1)CN(C(OC(C)(C)C)=O)C)F (tert-Butyl {[5-(4-chloro-2-fluorophenyl)-1H-pyrrol-3-yl]methyl}methylcarbamate), oil. Isolated yield 54.0%. As a reaction SMILES: Br[C:2]1[N:6](S(C2C=NC=CC=2)(=O)=O)[CH:5]=[C:4]([CH2:16][N:17]([CH3:25])[C:18](=[O:24])[O:19][C:20]([CH3:23])([CH3:22])[CH3:21])[CH:3]=1.[Cl:26][C:27]1[CH:32]=[CH:31][C:30](B(O)O)=[C:29]([F:36])[CH:28]=1.C(=O)([O-])[O-].[Na+].[Na+]>C1C=CC([P]([Pd]([P](C2C=CC=CC=2)(C2C=CC=CC=2)C2C=CC=CC=2)([P](C2C=CC=CC=2)(C2C=CC=CC=2)C2C=CC=CC=2)[P](C2C=CC=CC=2)(C2C=CC=CC=2)C2C=CC=CC=2)(C2C=CC=CC=2)C2C=CC=CC=2)=CC=1>[Cl:26][C:27]1[CH:32]=[CH:31][C:30]([C:2]2[NH:6][CH:5]=[C:4]([CH2:16][N:17]([CH3:25])[C:18](=[O:24])[O:19][C:20]([CH3:21])([CH3:22])[CH3:23])[CH:3]=2)=[C:29]([F:36])[CH:28]=1 |f:2.3.4,^1:46,48,67,86|. Reported procedure: By a similar operation as in Reference Example 301 and using tert-butyl {[5-bromo-1-(pyridin-3-ylsulfonyl)-1H-pyrrol-3-yl]methyl}methylcarbamate (300 mg), (4-chloro-2-fluorophenyl)boronic acid (243 mg), tetrakis(triphenylphosphine)palladium (40 mg) and sodium carbonate (220 mg), the title compound was obtained as a colorless oil (yield 127 mg, 54%). Reactants: C(C)(C)(C)OC(=O)N1CCN(CC1)S(=O)(=O)C1=CC2=C(C=C1)OCO2 (1-tert-butoxycarbonyl-4-(3,4-methylenedioxybenzenesulfonyl)piperazine), Cl (HCl). Run in C(C)(=O)OCC (ethyl acetate), C(C)(=O)OCC (ethyl acetate). Conditions: time 30 minute. Yields the product Cl.C1OC=2C=C(C=CC2O1)S(=O)(=O)N1CCNCC1 (3,4-methylenedioxybenzenesulfonylpiperazine hydrochloride). As a reaction SMILES: C(OC([N:8]1[CH2:13][CH2:12][N:11]([S:14]([C:17]2[CH:22]=[CH:21][C:20]3[O:23][CH2:24][O:25][C:19]=3[CH:18]=2)(=[O:16])=[O:15])[CH2:10][CH2:9]1)=O)(C)(C)C.[ClH:26]>C(OCC)(=O)C>[ClH:26].[CH2:24]1[O:23][C:20]2[CH:21]=[CH:22][C:17]([S:14]([N:11]3[CH2:10][CH2:9][NH:8][CH2:13][CH2:12]3)(=[O:16])=[O:15])=[CH:18][C:19]=2[O:25]1 |f:3.4|. Reported procedure: To a solution of 1-tert-butoxycarbonyl-4-(3,4-methylenedioxybenzenesulfonyl)piperazine (0.5g) in ethyl acetate (2 ml) was added 4 N HCl in ethyl acetate (10 ml), and the mixture was stirred at room temperature for 30 minutes. The precipitated crystals were filtered to give 3,4-methylenedioxybenzenesulfonylpiperazine hydrochloride (0.39g). To a solution of the crystals (100 mg) in dichloromethane (3 ml) were added triethylamine (0.05 ml), 4-methyl-2-(4-pyridyl)thiazole-5-carboxylic acid (74 mg) a...